Dataset: the Open Reaction Database (ORD), a public repository of structured organic reaction records. Task: describe an organic reaction: reactants, conditions, products, and yield The reactants are ClC=1C=CC=C2C1C(=O)OC(N2)=O (6-chloroisatoic acid anhydride), N(C)CC(=O)O (sarcosine). The solvent is CS(=O)C (dimethyl sulphoxide). Product: ClC1=CC=CC2=C1C(N(CC(N2)=O)C)=O (6-chloro-3,4-dihydro-4-methyl-2H-1,4-benzodiazepine-2,5(1H)-dione). RXN SMILES: [Cl:1][C:2]1[CH:3]=[CH:4][CH:5]=[C:6]2[NH:12][C:11](=[O:13])O[C:8](=[O:9])[C:7]=12.[NH:14]([CH2:16]C(O)=O)[CH3:15]>CS(C)=O>[Cl:1][C:2]1[C:7]2[C:8](=[O:9])[N:14]([CH3:16])[CH2:15][C:11](=[O:13])[NH:12][C:6]=2[CH:5]=[CH:4][CH:3]=1. Procedure: 29.1 g (0.14 mol) of 6-chloroisatoic acid anhydride are stirred at 110° C. for 1 hour with 13.12 g (0.14 mol) of sarcosine in 150 ml of dimethyl sulphoxide. The solution obtained is concentrated and the residue is recrystallised from alcohol. There is obtained 6-chloro-3,4-dihydro-4-methyl-2H-1,4-benzodiazepine-2,5(1H)-dione of melting point 237°-238° C. The reactants are BrC=1C=NC=CC1 (3-bromopyridine), C(C)(=O)OCC (ethyl acetate), [Li]CCCC (BuLi), C[Si](CCOCN1C=NC(=C1)C=O)(C)C (1-(2-trimethylsilanylethoxymethyl)-1H-imidazole-4-carbaldehyde). The solvent is CCOCC (ether). Run at time 15 minute. Product: N1=CC(=CC=C1)C(O)C=1N=CN(C1)COCC[Si](C)(C)C (Pyridin-3-yl-[1-(2-trimethylsilanylethoxymethyl)-1H-imidazol-4-yl]methanol). As a reaction SMILES: Br[C:2]1[CH:3]=[N:4][CH:5]=[CH:6][CH:7]=1.[Li]CCCC.[CH3:13][Si:14]([CH3:27])([CH3:26])[CH2:15][CH2:16][O:17][CH2:18][N:19]1[CH:23]=[C:22]([CH:24]=[O:25])[N:21]=[CH:20]1.C(OCC)(=O)C>CCOCC>[N:4]1[CH:5]=[CH:6][CH:7]=[C:2]([CH:24]([C:22]2[N:21]=[CH:20][N:19]([CH2:18][O:17][CH2:16][CH2:15][Si:14]([CH3:27])([CH3:26])[CH3:13])[CH:23]=2)[OH:25])[CH:3]=1. Procedure: A solution of 3-bromopyridine (1.0 g, 6.33×10−3 mol) was cooled to −78° in a dry ice/acetone bath. To this solution, BuLi (3.48 mL, 6.96×10−3 mol, 2M solution in cyclohexane) was added dropwise and the reaction was stirred for 15 minutes. A solution of 1-(2-trimethylsilanylethoxymethyl)-1H-imidazole-4-carbaldehyde (0.955 g, 4.22×10−3 mol) in ether (5 mL) was added dropwise to the reaction and the solution was stirred for 1 hour at −78 C. The reaction was quenched with sat. NaHCO3 (10 mL) and all...